This data is from the Open Reaction Database (ORD), a public repository of structured organic reaction records. The task is: describe an organic reaction: reactants, conditions, products, and yield Product: N#CCc1ccc(C2CCCCC2)cc1. Starting materials: NC(=O)Cc1ccc(C2CCCCC2)cc1, O=S(Cl)Cl. As a reaction SMILES: [CH:1]1([c:7]2[cH:8][cH:9][c:10]([CH2:13][C:14](=[O:15])[NH2:16])[cH:11][cH:12]2)[CH2:2][CH2:3][CH2:4][CH2:5][CH2:6]1.[S:17]([Cl:18])([Cl:19])=[O:20]>>[CH:1]1([c:7]2[cH:8][cH:9][c:10]([CH2:13][C:14]#[N:16])[cH:11][cH:12]2)[CH2:2][CH2:3][CH2:4][CH2:5][CH2:6]1. Reagents/catalysts: [Ni] (Raney nickel). Conditions: time 7 hour. Reactants: C(C)N1CCN(CC1)C1=CC=C(C=C1)[N+](=O)[O-] (1-ethyl-4-(4-nitro-phenyl)-piperazine). Yields the product C(C)N1CCN(CC1)C1=CC=C(N)C=C1 (4-(4-Ethylpiperazin-1-yl)-aniline). Run in CO (MeOH). The yield is 98.0%. As a reaction SMILES: [CH2:1]([N:3]1[CH2:8][CH2:7][N:6]([C:9]2[CH:14]=[CH:13][C:12]([N+:15]([O-])=O)=[CH:11][CH:10]=2)[CH2:5][CH2:4]1)[CH3:2]>[Ni].CO>[CH2:1]([N:3]1[CH2:4][CH2:5][N:6]([C:9]2[CH:14]=[CH:13][C:12]([NH2:15])=[CH:11][CH:10]=2)[CH2:7][CH2:8]1)[CH3:2]. Procedure: A suspension of 1-ethyl-4-(4-nitro-phenyl)-piperazine (Step 1.10) (6.2 g, 26.35 mmol) and Raney nickel (2 g) in MeOH (120 mL) was stirred for 7 h at rt, under a hydrogen atmosphere. The reaction mixture was filtered through a pad of celite and concentrated to afford 5.3 g of the title compound as a violet solid: ESI-MS: 206.1 [M+H]+; TLC: Rf=0.15 (DCM/MeOH+1% NH3aq, 9:1). Reactants: S1C=C(C=C1)S(=O)CC(=O)O (3-thienylsulfinylacetic acid), NC1[C@@H]2N(C(=C(CS2)CSCC)C(=O)O)C1=O (7-amino-3ethylthiomethyl-3-cephem-4-carboxylic acid). The product is S1C=C(C=C1)S(=O)CC(=O)NC1[C@@H]2N(C(=C(CS2)CSCC)C(=O)O)C1=O (7-(3-thienylsulfinylacetamido)-3-ethylthiomethyl-3-cephem-4-carboxylic acid). RXN SMILES: [S:1]1[CH:5]=[CH:4][C:3]([S:6]([CH2:8][C:9]([OH:11])=O)=[O:7])=[CH:2]1.[NH2:12][CH:13]1[C:27](=[O:28])[N:15]2[C:16]([C:24]([OH:26])=[O:25])=[C:17]([CH2:20][S:21][CH2:22][CH3:23])[CH2:18][S:19][C@H:14]12>>[S:1]1[CH:5]=[CH:4][C:3]([S:6]([CH2:8][C:9]([NH:12][CH:13]2[C:27](=[O:28])[N:15]3[C:16]([C:24]([OH:26])=[O:25])=[C:17]([CH2:20][S:21][CH2:22][CH3:23])[CH2:18][S:19][C@H:14]23)=[O:11])=[O:7])=[CH:2]1. Procedure: 380 mg. of 3-thienylsulfinylacetic acid of the R form and 7-amino-3ethylthiomethyl-3-cephem-4-carboxylic acid were reacted in the same manner as described in Example 28 and 116 mg. of 7-(3-thienylsulfinylacetamido)-3-ethylthiomethyl-3-cephem-4-carboxylic acid of the R form were obtained.